This data is from the Open Reaction Database (ORD), a public repository of structured organic reaction records. The task is: describe an organic reaction: reactants, conditions, products, and yield The reactants are COC[C@@H](C)O ((R)-1-methoxypropan-2-ol), ClC1=NC=C(C(=N1)O[C@H](COC)C)Cl ((S)-2,5-dichloro-4-((1-methoxypropan-2-yl)oxy)pyrimidine). Product: ClC1=NC=C(C(=N1)O[C@@H](COC)C)Cl ((R)-2,5-dichloro-4-((1-methoxypropan-2-yl)oxy)pyrimidine). Reaction SMILES: COC[C@H](O)C.[Cl:7][C:8]1[N:13]=[C:12]([O:14][C@@H:15]([CH3:19])[CH2:16][O:17][CH3:18])[C:11]([Cl:20])=[CH:10][N:9]=1>>[Cl:7][C:8]1[N:13]=[C:12]([O:14][C@H:15]([CH3:19])[CH2:16][O:17][CH3:18])[C:11]([Cl:20])=[CH:10][N:9]=1. Procedure details: From (R)-1-methoxypropan-2-ol, reacted in an analogous manner to the preparation of intermediate 91. (UPLC-MS 7) tR 1.02; ESI-MS 237.1 and 239.0 [M+H]+. Reactants: O=S(=O)(Cl)c1cc(Cl)sc1Cl, O, O=[N+]([O-])O, O=S(=O)(O)O. Product: O=[N+]([O-])c1c(Cl)sc(Cl)c1S(=O)(=O)Cl. As a reaction SMILES: [Cl:1][c:2]1[s:3][c:4]([Cl:11])[cH:5][c:6]1[S:7](=[O:8])(=[O:9])[Cl:10].[OH2:21].[OH:12][N+:13]([O-:14])=[O:15].[S:16](=[O:17])(=[O:18])([OH:19])[OH:20]>>[Cl:1][c:2]1[s:3][c:4]([Cl:11])[c:5]([N+:13](=[O:12])[O-:14])[c:6]1[S:7](=[O:8])(=[O:9])[Cl:10]. The reactants are CC(C)(C)OC(=O)NC(CC1CCCCC1)C(=O)NC1(C#N)CCOCC1, Cl, C1COCCO1. Product: N#CC1(NC(=O)C(N)CC2CCCCC2)CCOCC1, Cl. RXN SMILES: [C:1](#[N:2])[C:3]1([NH:9][C:10](=[O:11])[CH:12]([CH2:13][CH:14]2[CH2:15][CH2:16][CH2:17][CH2:18][CH2:19]2)[NH:20][C:21]([O:22][C:23]([CH3:24])([CH3:25])[CH3:26])=[O:27])[CH2:4][CH2:5][O:6][CH2:7][CH2:8]1.[ClH:28].[O:29]1[CH2:30][CH2:31][O:32][CH2:33][CH2:34]1>>[C:1](#[N:2])[C:3]1([NH:9][C:10](=[O:11])[CH:12]([CH2:13][CH:14]2[CH2:15][CH2:16][CH2:17][CH2:18][CH2:19]2)[NH2:20])[CH2:4][CH2:5][O:6][CH2:7][CH2:8]1.[ClH:28]. Reactants: [OH-].[Na+] (sodium hydroxide), ClC1=CC=C2C(=C(C(=NC2=C1)C(=O)OC)C(=O)OC)O (dimethyl 7-chloro-4-hydroxyquinoline-2,3-dicarboxylate), Cl (hydrochloric acid). The solvent is O (water). Run at temperature 60 celsius. The product is C(=O)(OC)C=1C(=NC2=CC(=CC=C2C1O)Cl)C(=O)O (3-Carbomethoxy-7-chloro-4-hydroxyquinoline-2-carboxylic acid). Isolated yield 94.5%. Reaction SMILES: [Cl:1][C:2]1[CH:11]=[C:10]2[C:5]([C:6]([OH:20])=[C:7]([C:16]([O:18][CH3:19])=[O:17])[C:8]([C:12]([O:14]C)=[O:13])=[N:9]2)=[CH:4][CH:3]=1.[OH-].[Na+].Cl>O>[C:16]([C:7]1[C:8]([C:12]([OH:14])=[O:13])=[N:9][C:10]2[C:5]([C:6]=1[OH:20])=[CH:4][CH:3]=[C:2]([Cl:1])[CH:11]=2)([O:18][CH3:19])=[O:17] |f:1.2|. Procedure: To a stirred suspension of dimethyl 7-chloro-4-hydroxyquinoline-2,3-dicarboxylate (1.0 g, 3.38 mmol) in water (20 mL) was added an aqueous solution of sodium hydroxide (0.27 g, 6.75 mmol). Upon addition, the suspension dissolved. The reaction mixture was warmed to 60° C. for 1 hour. After this time the reaction was cooled to room temperature and acidified with concentrated hydrochloric acid. The product was then extracted into diethyl ether and ethyl acetate. The organic extracts were dried over... Isolated yield 86.5%. The reactants are ClC1=CC(=C2CCCC2=C1)OC (6-chloro-4-methoxyindane), Br (hydrogen bromide). Run in C(C)(=O)OCC (ethyl acetate). Product: ClC=1C=C(C=2CCCC2C1)O (6-chloroindan-4-ol). Run at temperature 50 celsius, time 24 hour. Reported procedure: To 6-chloro-4-methoxyindane (12.0 g, 0.072 mol) was added hydrogen bromide (30 wt. % in acetic acid, 325 mL) and the reaction mixture was stirred at 50° C. for 24 h. The reaction mixture was cooled to room temperature and diluted with ethyl acetate (750 mL), washed with water (3×500 mL), saturated aqueous sodium bicarbonate (2×500 m/L), saturated aqueous sodium chloride (500 mL), dried (sodium sulfate) and the solvent was removed in vacuo to provide a brown oil. Purification by flash column chro... RXN SMILES: [Cl:1][C:2]1[CH:10]=[C:9]2[C:5]([CH2:6][CH2:7][CH2:8]2)=[C:4]([O:11]C)[CH:3]=1.Br>C(OCC)(=O)C>[Cl:1][C:2]1[CH:3]=[C:4]([OH:11])[C:5]2[CH2:6][CH2:7][CH2:8][C:9]=2[CH:10]=1.